This data is from the Open Reaction Database (ORD), a public repository of structured organic reaction records. The task is: describe an organic reaction: reactants, conditions, products, and yield The reactants are O=C(Cl)OCc1ccccc1, O=C([O-])O, C1CCOC1, CCOC(=O)CC1CNC1, [Na+]. Yields the product CCOC(=O)CC1CN(C(=O)OCc2ccccc2)C1. Reaction SMILES: [C:16](=[O:17])([O:18][CH2:19][c:20]1[cH:21][cH:22][cH:23][cH:24][cH:25]1)[Cl:26].[C:27](=[O:28])([OH:29])[O-:30].[CH2:11]1[O:12][CH2:13][CH2:14][CH2:15]1.[CH2:1]([CH3:2])[O:3][C:4]([CH2:5][CH:6]1[CH2:7][NH:8][CH2:9]1)=[O:10].[Na+:31]>>[CH2:1]([CH3:2])[O:3][C:4]([CH2:5][CH:6]1[CH2:7][N:8]([C:16](=[O:17])[O:18][CH2:19][c:20]2[cH:21][cH:22][cH:23][cH:24][cH:25]2)[CH2:9]1)=[O:10]. Procedure details: 0.077 g (1.93 mmol) sodium hydride as a 60% dispersion in mineral oil is suspended in 15 ml absolute DMF, stirred at room temperature for 10 min, mixed with a solution of 0.400 g (1.84 mmol) tert-butylindole-5-carboxylate in 15 ml absolute DMF and stirred at room temperature for one hour. A solution of 0.483 g (1.84 mmol) 2-(4-octyl-phenoxymethyl)oxirane in 15 ml absolute DMF is added drop-wise. Following four hours of heating at 60° C. and subsequent cooling, hydrolysis is carried out in a semi... Reactants: C(C)(C)(C)OC(=O)C=1C=C2C=CNC2=CC1 (tert-butylindole-5-carboxylate), C(CCCCCCC)C1=CC=C(OCC2OC2)C=C1 (2-(4-octyl-phenoxymethyl)oxirane), [H-].[Na+] (sodium hydride), [Na+].[Cl-] (NaCl). Yields the product C(C)(C)(C)OC(=O)C=1C=C2C=CN(C2=CC1)CC(COC1=CC=C(C=C1)CCCCCCCC)O (tert-Butyl-1-[2-hydroxy-3-(4-octylphenoxy)propyl]indole-5-carboxylate). Solvent: CN(C)C=O (DMF), CN(C)C=O (DMF), CN(C)C=O (DMF). Reaction SMILES: [H-].[Na+].[C:3]([O:7][C:8]([C:10]1[CH:11]=[C:12]2[C:16](=[CH:17][CH:18]=1)[NH:15][CH:14]=[CH:13]2)=[O:9])([CH3:6])([CH3:5])[CH3:4].[CH2:19]([C:27]1[CH:37]=[CH:36][C:30]([O:31][CH2:32][CH:33]2[CH2:35][O:34]2)=[CH:29][CH:28]=1)[CH2:20][CH2:21][CH2:22][CH2:23][CH2:24][CH2:25][CH3:26].[Na+].[Cl-]>CN(C=O)C>[C:3]([O:7][C:8]([C:10]1[CH:11]=[C:12]2[C:16](=[CH:17][CH:18]=1)[N:15]([CH2:35][CH:33]([OH:34])[CH2:32][O:31][C:30]1[CH:36]=[CH:37][C:27]([CH2:19][CH2:20][CH2:21][CH2:22][CH2:23][CH2:24][CH2:25][CH3:26])=[CH:28][CH:29]=1)[CH:14]=[CH:13]2)=[O:9])([CH3:6])([CH3:4])[CH3:5] |f:0.1,4.5|. Conditions: time 10 minute. The reactants are C1(=CC=CC=C1)O (phenol), [OH-].[K+] (potassium hydroxide), ClC1=CC=CC=2C(C3=CC=CC(=C3C(C12)=O)[N+](=O)[O-])=O (1-chloro-8-nitroanthraquinone). Run at temperature 100 celsius, time 6 hour. The product is O(C1=CC=CC=C1)C1=CC=CC=2C(C3=CC=CC(=C3C(C12)=O)OC1=CC=CC=C1)=O (1,8-diphenoxyanthraquinone). As a reaction SMILES: [C:1]1([OH:7])[CH:6]=[CH:5][CH:4]=[CH:3][CH:2]=1.[OH-:8].[K+].Cl[C:11]1[C:24]2[C:23](=[O:25])[C:22]3[C:17](=[CH:18][CH:19]=[CH:20][C:21]=3[N+]([O-])=O)[C:16](=[O:29])[C:15]=2[CH:14]=[CH:13][CH:12]=1>>[O:7]([C:11]1[C:24]2[C:23](=[O:25])[C:22]3[C:17](=[CH:18][CH:19]=[CH:20][C:21]=3[O:8][C:1]3[CH:6]=[CH:5][CH:4]=[CH:3][CH:2]=3)[C:16](=[O:29])[C:15]=2[CH:14]=[CH:13][CH:12]=1)[C:1]1[CH:6]=[CH:5][CH:4]=[CH:3][CH:2]=1 |f:1.2|. Procedure details: A mixture of 21 g. phenol, 13 g. potassium hydroxide and 270 g. o-chlorotoluene was converted to a water-free slurry of potassium phenoxide by azeotropic distillation of all the water formed. After cooling back to 100° C., 28.8 g. of 1-chloro-8-nitroanthraquinone was charged and the whole heated and stirred at 130° C. for 6 hours. The product was isolated by steam distillation, filtration, washing and drying. A 37.7 g. yield (96.2% of theory) of a product identical to authentic 1,8-diphenoxyanth... The reactants are CC(C)(C)[Si](C)(C)OC(CCC1C(=O)N(c2ccc(F)cc2)C1c1cccc(C#N)c1)c1ccc(F)cc1, O=C([O-])O, CO, Cl, [Na+]. Yields the product N#Cc1cccc(C2C(CCC(O)c3ccc(F)cc3)C(=O)N2c2ccc(F)cc2)c1. As a reaction SMILES: [C:2]([Si:3]([CH3:4])([CH3:5])[O:7][CH:8]([CH2:9][CH2:10][CH:11]1[CH:12]([c:23]2[cH:24][c:25]([C:26]#[N:27])[cH:28][cH:29][cH:30]2)[N:13]([c:16]2[cH:17][cH:18][c:19]([F:22])[cH:20][cH:21]2)[C:14]1=[O:15])[c:31]1[cH:32][cH:33][c:34]([F:37])[cH:35][cH:36]1)([CH3:6])([CH3:38])[CH3:39].[C:40](=[O:41])([OH:42])[O-:43].[CH3:45][OH:46].[ClH:1].[Na+:44]>>[OH:7][CH:8]([CH2:9][CH2:10][CH:11]1[CH:12]([c:23]2[cH:24][c:25]([C:26]#[N:27])[cH:28][cH:29][cH:30]2)[N:13]([c:16]2[cH:17][cH:18][c:19]([F:22])[cH:20][cH:21]2)[C:14]1=[O:15])[c:31]1[cH:32][cH:33][c:34]([F:37])[cH:35][cH:36]1.